From a dataset of the Open Reaction Database (ORD), a public repository of structured organic reaction records. describe an organic reaction: reactants, conditions, products, and yield Starting materials: O1C(COC2=C(C#N)C=C(C=C2)OCCOC)C1 (2-(2,3-epoxypropoxy)-5-(2-methoxyethoxy)-benzonitrile), COC1=CC=C(OCCN)C=C1 (2-(4-methoxyphenoxy) ethylamine). Run in C(C)O (ethanol). Run at time 1 hour. Yields the product OC(COC1=C(C#N)C=C(C=C1)OCCOC)CNCCOC1=CC=C(C=C1)OC (2-{2-hydroxy-3-[2-(4-methoxyphenoxy)ethylamino]-propoxy}-5-(2-methoxyethoxy)benzonitrile). As a reaction SMILES: [O:1]1[CH2:18][CH:2]1[CH2:3][O:4][C:5]1[CH:12]=[CH:11][C:10]([O:13][CH2:14][CH2:15][O:16][CH3:17])=[CH:9][C:6]=1[C:7]#[N:8].[CH3:19][O:20][C:21]1[CH:30]=[CH:29][C:24]([O:25][CH2:26][CH2:27][NH2:28])=[CH:23][CH:22]=1>C(O)C>[OH:1][CH:2]([CH2:18][NH:28][CH2:27][CH2:26][O:25][C:24]1[CH:29]=[CH:30][C:21]([O:20][CH3:19])=[CH:22][CH:23]=1)[CH2:3][O:4][C:5]1[CH:12]=[CH:11][C:10]([O:13][CH2:14][CH2:15][O:16][CH3:17])=[CH:9][C:6]=1[C:7]#[N:8]. Reported procedure: 2.4 g of 2-(2,3-epoxypropoxy)-5-(2-methoxyethoxy)-benzonitrile and 8.35 g of 2-(4-methoxyphenoxy) ethylamine are dissolved in 30 ml of ethanol, the solvent is then evaporated and the resulting mixture stirred for 1 hour at 70°. The reaction melt is then dissolved in ether and allowed to crystallize under cooling. Purification is effected by recrystallization in benzene. The title compound is obtained (M.P. 95°-97°). The product is NC(CC1=CC=C(OCC(CNCCCN2C(=NC3=C2C=CC=C3)C)O)C=C1)=O (N-{3-[4-(2-amino-2-oxoethyl)phenoxy]-2-hydroxypropyl}-2-methyl-1H-benzimidazole-1-propanamine). Reported procedure: A mixture of 4.16 grams of 2-methyl-1H-benzimidazole-1-propanamine and 4.56 grams of 1-[4-(2-amino-2-oxoethyl)phenoxy]-2,3-epoxypropane in 50 ml of 90% methanol was refluxed for 22 hours. The solvent was then evaporated to leave a thick oil which was chromatographed on a silica gel column using methanol. The fractions containing the desired product were determined by thin-layer chromatography and combined. The solvent was evaporated to leave a thick oily residue which solidified partially on sta... Starting materials: CC1=NC2=C(N1CCCN)C=CC=C2 (2-methyl-1H-benzimidazole-1-propanamine), NC(CC1=CC=C(OCC2CO2)C=C1)=O (1-[4-(2-amino-2-oxoethyl)phenoxy]-2,3-epoxypropane). Run in CO (methanol). RXN SMILES: [CH3:1][C:2]1[N:6]([CH2:7][CH2:8][CH2:9][NH2:10])[C:5]2[CH:11]=[CH:12][CH:13]=[CH:14][C:4]=2[N:3]=1.[NH2:15][C:16](=[O:29])[CH2:17][C:18]1[CH:28]=[CH:27][C:21]([O:22][CH2:23][CH:24]2[O:26][CH2:25]2)=[CH:20][CH:19]=1>CO>[NH2:15][C:16](=[O:29])[CH2:17][C:18]1[CH:19]=[CH:20][C:21]([O:22][CH2:23][CH:24]([OH:26])[CH2:25][NH:10][CH2:9][CH2:8][CH2:7][N:6]2[C:5]3[CH:11]=[CH:12][CH:13]=[CH:14][C:4]=3[N:3]=[C:2]2[CH3:1])=[CH:27][CH:28]=1.